Dataset: the Open Reaction Database (ORD), a public repository of structured organic reaction records. Task: describe an organic reaction: reactants, conditions, products, and yield The reactants are C(CCCCC)C1=CC=C(C(=O)Cl)C=C1 (4-hexylbenzoyl chloride), NC(C#N)(CN1N=C2C(N=CC(=C2)Br)=C1)C (2-amino-3-(6-bromo-2H-pyrazolo[4,3-b]pyridin-2-yl)-2-methylpropionitrile), TEA. Solvent: C1CCOC1 (THF), C1CCOC1 (THF). The product is BrC1=CC=2C(N=C1)=CN(N2)CC(C)(C#N)NC(C2=CC=C(C=C2)CCCCCC)=O (N-[2-(6-Bromo-2H-pyrazolo[4,3-b]pyridin-2-yl)-1-cyano-1-methylethyl]-4-hexylbenzamide), residue. As a reaction SMILES: [CH2:1]([C:7]1[CH:15]=[CH:14][C:10]([C:11](Cl)=[O:12])=[CH:9][CH:8]=1)[CH2:2][CH2:3][CH2:4][CH2:5][CH3:6].[NH2:16][C:17]([CH3:31])([CH2:20][N:21]1[CH:30]=[C:24]2[N:25]=[CH:26][C:27]([Br:29])=[CH:28][C:23]2=[N:22]1)[C:18]#[N:19]>C1COCC1>[Br:29][C:27]1[CH:26]=[N:25][C:24]2=[CH:30][N:21]([CH2:20][C:17]([NH:16][C:11](=[O:12])[C:10]3[CH:14]=[CH:15][C:7]([CH2:1][CH2:2][CH2:3][CH2:4][CH2:5][CH3:6])=[CH:8][CH:9]=3)([C:18]#[N:19])[CH3:31])[N:22]=[C:23]2[CH:28]=1. Procedure: Using a procedure similar to that described in Example 60, except using a solution of 4-hexylbenzoyl chloride (0.16 mmole) in THF and a solution of 2-amino-3-(6-bromo-2H-pyrazolo[4,3-b]pyridin-2-yl)-2-methylpropionitrile (0.075 mmole, described in Example 182) in THF mixed with TEA (3% v./v.), the title compound was isolated as solid residue (13.9 mg). It was dissolved in DMSO for further biological evaluation and analyzed by LCMS. MS (ES): M/Z [M+H]=468, RT=0.76 min.